Dataset: the Open Reaction Database (ORD), a public repository of structured organic reaction records. Task: describe an organic reaction: reactants, conditions, products, and yield The reactants are ClC1=C(C(=C(C=C1OC)OC)Cl)C=1C=C2C=NC(=NC2=CC1)N[C@@H]1[C@H]2C[C@H]2C[C@@H]1N ((1S,2R,3S,5S)—N2-(6-(2,6-dichloro-3,5-dimethoxyphenyl)quinazolin-2-yl)bicyclo[3.1.0]hexane-2,3-diamine), CCN(C(C)C)C(C)C (DIEA), C(C=C)(=O)Cl (acryloyl chloride). Solvent: ClCCl (dichloromethane). Run at time 1 hour. Product: ClC1=C(C(=C(C=C1OC)OC)Cl)C=1C=C2C=NC(=NC2=CC1)N[C@@H]1[C@H]2C[C@H]2C[C@@H]1NC(C=C)=O (N-((1S,2R,3S,5S)-2-((6-(2,6-dichloro-3,5-dimethoxyphenyl)quinazolin-2-yl)amino)bicyclo[3.1.0]hexan-3-yl)acrylamide). Yield: 76.7%. RXN SMILES: [Cl:1][C:2]1[C:7]([O:8][CH3:9])=[CH:6][C:5]([O:10][CH3:11])=[C:4]([Cl:12])[C:3]=1[C:13]1[CH:14]=[C:15]2[C:20](=[CH:21][CH:22]=1)[N:19]=[C:18]([NH:23][C@H:24]1[C@@H:29]([NH2:30])[CH2:28][C@H:27]3[C@@H:25]1[CH2:26]3)[N:17]=[CH:16]2.CCN(C(C)C)C(C)C.[C:40](Cl)(=[O:43])[CH:41]=[CH2:42]>ClCCl>[Cl:12][C:4]1[C:5]([O:10][CH3:11])=[CH:6][C:7]([O:8][CH3:9])=[C:2]([Cl:1])[C:3]=1[C:13]1[CH:14]=[C:15]2[C:20](=[CH:21][CH:22]=1)[N:19]=[C:18]([NH:23][C@H:24]1[C@@H:29]([NH:30][C:40](=[O:43])[CH:41]=[CH2:42])[CH2:28][C@H:27]3[C@@H:25]1[CH2:26]3)[N:17]=[CH:16]2. Procedure details: To a solution of (1S,2R,3S,5S)—N2-(6-(2,6-dichloro-3,5-dimethoxyphenyl)quinazolin-2-yl)bicyclo[3.1.0]hexane-2,3-diamine (42 mg, 0.094 mmol) in dichloromethane (1.9 mL) at 0° C. was added DIEA (0.025 mL, 0.14 mmol) and acryloyl chloride (0.009 mL, 0.11 mmol) and the reaction was stirred for 1 h. LC-MS indicated complete consumption of SM. The reaction mixture was purified by silica gel chromatography to yield N-((1S,2R,3S,5S)-2-((6-(2,6-dichloro-3,5-dimethoxyphenyl)quinazolin-2-yl)amino)bicyclo[3... Yields the product C(CC)C1=CC=C(C=C1)CC[C@@H]1CC[C@H](CC1)CCC1=C(C(=O)Cl)C=CC=C1 ((2-(trans-4-(2-(4-n-propylphenyl)ethyl)cyclohexyl)ethyl)benzoyl chloride). Solvent: C(Cl)Cl (methylene chloride). Procedure: Solution prepared by dissolving 47.2 g of (2-(trans-4-(2-(4-n-propylphenyl)ethyl)cyclohexyl)ethyl)benzene in 500 ml of methylene chloride was cooled down to 0° C., and 34.7 g of aluminum chloride was added thereto and stirred. Oxalyl chloride in an amount of 33 g was added dropwise little by little thereto, it was raised up to room temperature, and stirred for 2 hours. After finishing of the reaction, it was added to 500 ml of water and extracted with 500 ml of methylene chloride. Organic layer ... Run at temperature 0 celsius. RXN SMILES: [CH2:1]([C:4]1[CH:9]=[CH:8][C:7]([CH2:10][CH2:11][C@H:12]2[CH2:17][CH2:16][C@H:15]([CH2:18][CH2:19][C:20]3[CH:25]=[CH:24][CH:23]=[CH:22][CH:21]=3)[CH2:14][CH2:13]2)=[CH:6][CH:5]=1)[CH2:2][CH3:3].[Cl-].[Al+3].[Cl-].[Cl-].C(Cl)(=O)[C:31]([Cl:33])=[O:32].O>C(Cl)Cl>[CH2:1]([C:4]1[CH:9]=[CH:8][C:7]([CH2:10][CH2:11][C@H:12]2[CH2:17][CH2:16][C@H:15]([CH2:18][CH2:19][C:20]3[CH:21]=[CH:22][CH:23]=[CH:24][C:25]=3[C:31]([Cl:33])=[O:32])[CH2:14][CH2:13]2)=[CH:6][CH:5]=1)[CH2:2][CH3:3] |f:1.2.3.4|. Starting materials: O (water), C(CC)C1=CC=C(C=C1)CC[C@@H]1CC[C@H](CC1)CCC1=CC=CC=C1 ((2-(trans-4-(2-(4-n-propylphenyl)ethyl)cyclohexyl)ethyl)benzene), C(C(=O)Cl)(=O)Cl (Oxalyl chloride), [Cl-].[Al+3].[Cl-].[Cl-] (aluminum chloride). Reactants: C(C=C)C1(C(C2=C(S1)C=C(C=C2)Cl)Cl)CN2C=NC=C2 ((±)-2-Allyl-3,6-dichloro-2,3-dihydro-2-(1H-1-imidazolylmethyl)benzo[b]thiophene), C(CCC)[SnH](CCCC)CCCC (tri(n-butyl)tin hydride). Solvent: C1(=CC=CC=C1)C (toluene). The product is C(C=C)C1(CC2=C(S1)C=C(C=C2)Cl)CN2C=NC=C2 ((±)-2-Allyl-6-chloro-2,3-dihydro-2-(1H-1-imidazolylmethyl)benzo[b]thiophene). As a reaction SMILES: [CH2:1]([C:4]1([CH2:15][N:16]2[CH:20]=[CH:19][N:18]=[CH:17]2)[S:8][C:7]2[CH:9]=[C:10]([Cl:13])[CH:11]=[CH:12][C:6]=2[CH:5]1Cl)[CH:2]=[CH2:3].C([SnH](CCCC)CCCC)CCC>C1(C)C=CC=CC=1>[CH2:1]([C:4]1([CH2:15][N:16]2[CH:20]=[CH:19][N:18]=[CH:17]2)[S:8][C:7]2[CH:9]=[C:10]([Cl:13])[CH:11]=[CH:12][C:6]=2[CH2:5]1)[CH:2]=[CH2:3]. Reported procedure: Heat a reaction mixture of 1.4 g (4.3 mmoles) of the title compound of Example 7 and 2.5 g (8.5 mmoles) of tri(n-butyl)tin hydride in 20 mL of toluene at reflux overnight. Evaporate to give a residue. Chromatograph the residue on silica gel, eluting with 1:1 (v/v) ethyl acetate:hexane to give the title compound as an oil, m/e 290. Reactants: O (water), ClC1=NC=C(C=C1)[N+](=O)[O-] (2-chloro-5-nitropyridine), C(#N)C(C)(C)C=1C=C(C(=O)NC2=CC(=C(C=C2)C(F)(F)F)O)C=CC1 (3-(1-cyano-1-methylethyl)-N-[3-hydroxy-4-(trifluoromethyl)phenyl]benzamide), C([O-])([O-])=O.[K+].[K+] (potassium carbonate). Solvent: CN(C=O)C (N,N-dimethylformamide). Reaction conditions: temperature 80 celsius, time 20 hour. The product is C(#N)C(C)(C)C=1C=C(C(=O)NC2=CC(=C(C=C2)C(F)(F)F)OC2=NC=C(C=C2)[N+](=O)[O-])C=CC1 (3-(1-cyano-1-methylethyl)-N-{3-[(5-nitropyridin-2-yl)oxy]-4-(trifluoromethyl)phenyl}benzamide). The yield is 66.3%. RXN SMILES: Cl[C:2]1[CH:7]=[CH:6][C:5]([N+:8]([O-:10])=[O:9])=[CH:4][N:3]=1.[C:11]([C:13]([C:16]1[CH:17]=[C:18]([CH:33]=[CH:34][CH:35]=1)[C:19]([NH:21][C:22]1[CH:27]=[CH:26][C:25]([C:28]([F:31])([F:30])[F:29])=[C:24]([OH:32])[CH:23]=1)=[O:20])([CH3:15])[CH3:14])#[N:12].C(=O)([O-])[O-].[K+].[K+].O>CN(C)C=O>[C:11]([C:13]([C:16]1[CH:17]=[C:18]([CH:33]=[CH:34][CH:35]=1)[C:19]([NH:21][C:22]1[CH:27]=[CH:26][C:25]([C:28]([F:29])([F:31])[F:30])=[C:24]([O:32][C:2]2[CH:7]=[CH:6][C:5]([N+:8]([O-:10])=[O:9])=[CH:4][N:3]=2)[CH:23]=1)=[O:20])([CH3:15])[CH3:14])#[N:12] |f:2.3.4|. Reported procedure: To a solution of 2-chloro-5-nitropyridine (2.00 g, 5.74 mmol) and 3-(1-cyano-1-methylethyl)-N-[3-hydroxy-4-(trifluoromethyl)phenyl]benzamide (955 mg, 6.02 mmol) in N,N-dimethylformamide (15 mL) was added potassium carbonate (1.18 g, 8.61 mmol), and the mixture was stirred at 80° C. for 20 hr. After the reaction mixture was cooled to room temperature, water (150 mL) was added, and the mixture was twice extracted with ethyl acetate/hexane (75 mL/75 mL). The combined organic layer was washed with s... Reactants: CC=1C(=C(C(=C(C1)C)C)C)C (pentamethylbenzene), C(C)(C)(C)C=1C=C(C2=C(C(C(O2)=O)O)C1)C(C)(C)C (5,7-di-tert-butyl-3-hydroxy-3H-benzofuran-2-one), [Sn](Cl)(Cl)(Cl)Cl (tin tetrachloride), C(C)(C)(C)C=1C=C(C2=C(C(C(O2)=O)O)C1)C(C)(C)C (5,7-di-tert-butyl-3-hydroxy-3H-benzofuran-2-one). The solvent is ClCCCl (1,2-dichloroethane), O (water). Yields the product C(C)(C)(C)C=1C=C(C2=C(C(C(O2)=O)C2=C(C(=C(C(=C2C)C)C)C)C)C1)C(C)(C)C (5,7-di-tert-butyl-3-(2,3,4,5,6-pentamethylphenyl)-3H-benzofuran-2-one). The yield is 89.3%. RXN SMILES: [CH3:1][C:2]1[C:3]([CH3:11])=[C:4]([CH3:10])[C:5]([CH3:9])=[C:6]([CH3:8])[CH:7]=1.[Sn](Cl)(Cl)(Cl)Cl.[C:17]([C:21]1[CH:22]=[C:23]([C:32]([CH3:35])([CH3:34])[CH3:33])[C:24]2[O:28][C:27](=[O:29])[CH:26](O)[C:25]=2[CH:31]=1)([CH3:20])([CH3:19])[CH3:18]>ClCCCl.O>[C:17]([C:21]1[CH:22]=[C:23]([C:32]([CH3:34])([CH3:35])[CH3:33])[C:24]2[O:28][C:27](=[O:29])[CH:26]([C:7]3[C:2]([CH3:1])=[C:3]([CH3:11])[C:4]([CH3:10])=[C:5]([CH3:9])[C:6]=3[CH3:8])[C:25]=2[CH:31]=1)([CH3:19])([CH3:18])[CH3:20]. Reported procedure: 11.5 g (77.5 mmol) of pentamethylbenzene and 10 ml (85.0 mmol) of tin tetrachloride are added to a solution of 19.7 g (75.0 mmol) of 5,7-di-tert-butyl-3-hydroxy-3H-benzofuran-2-one (compound (201), Table 2, Example la) in 50 ml of 1,2-dichloroethane and the reaction mixture is refluxed for 1 hour. The reaction mixture is diluted with water and extracted three times with toluene. The organic phases are combined, washed with water, dried over sodium sulfate and concentrated on a vacuum rotary evap... Reactants: CCOC(=O)c1csc(NC(=O)C(CC2CCCC2)c2ccc(-c3ccccc3)cc2)n1, CO, O=S(=O)(O)O. The product is COC(=O)c1csc(NC(=O)C(CC2CCCC2)c2ccc(-c3ccccc3)cc2)n1. RXN SMILES: [CH2:1]([CH3:2])[O:3][C:4](=[O:5])[c:6]1[n:7][c:8]([NH:11][C:12]([CH:13]([CH2:14][CH:15]2[CH2:16][CH2:17][CH2:18][CH2:19]2)[c:20]2[cH:21][cH:22][c:23](-[c:26]3[cH:27][cH:28][cH:29][cH:30][cH:31]3)[cH:24][cH:25]2)=[O:32])[s:9][cH:10]1.[CH3:38][OH:39].[S:33](=[O:34])(=[O:35])([OH:36])[OH:37]>>[CH3:1][O:3][C:4](=[O:5])[c:6]1[n:7][c:8]([NH:11][C:12]([CH:13]([CH2:14][CH:15]2[CH2:16][CH2:17][CH2:18][CH2:19]2)[c:20]2[cH:21][cH:22][c:23](-[c:26]3[cH:27][cH:28][cH:29][cH:30][cH:31]3)[cH:24][cH:25]2)=[O:32])[s:9][cH:10]1.